Dataset: the Open Reaction Database (ORD), a public repository of structured organic reaction records. Task: describe an organic reaction: reactants, conditions, products, and yield Reactants: C[O-].[Na+] (sodium methylate), N1(N=CN=C1)CC1(OC1C1=C(C=CC=C1)C(F)(F)F)C1=CC=C(C=C1)Cl (2-(1,2,4-triazol-1-ylmethyl)-2-(4-chlorophenyl)-3-(2-trifluoromethylphenyl)oxirane), O (water). Run in CO (methanol). Product: N1(N=CN=C1)C=C(C(O)C1=C(C=CC=C1)C(F)(F)F)C1=CC=C(C=C1)Cl (1-(1,2,4-Triazol-1-yl)-2-(4-chlorophenyl)-3-(2-trifluoromethylphenyl)-1-propen-3-ol). As a reaction SMILES: [N:1]1([CH2:6][C:7]2([C:20]3[CH:25]=[CH:24][C:23]([Cl:26])=[CH:22][CH:21]=3)[CH:9]([C:10]3[CH:15]=[CH:14][CH:13]=[CH:12][C:11]=3[C:16]([F:19])([F:18])[F:17])[O:8]2)[CH:5]=[N:4][CH:3]=[N:2]1.C[O-].[Na+].O>CO>[N:1]1([CH:6]=[C:7]([C:20]2[CH:25]=[CH:24][C:23]([Cl:26])=[CH:22][CH:21]=2)[CH:9]([C:10]2[CH:15]=[CH:14][CH:13]=[CH:12][C:11]=2[C:16]([F:18])([F:19])[F:17])[OH:8])[CH:5]=[N:4][CH:3]=[N:2]1 |f:1.2|. Procedure details: 4 g of 2-(1,2,4-triazol-1-ylmethyl)-2-(4-chlorophenyl)-3-(2-trifluoromethylphenyl)oxirane are dissolved in 80 ml of methanol and, after addition of 1.2 g of sodium methylate, refluxed for one hour. The solution is then cooled to room temperature (20° C.), 50 ml of water are added and the mixture is extracted by shaking several times with methyl tert-butyl ether. The isolated organic phase is washed twice with water, dried over sodium sulfate and concentrated, resulting in 3.8 g (95 %) of 1-(1,2,... The reactants are C(C1=CC=CC=C1)C=1C(=NC(=NC1)N1CCN(CC1)C(=O)OC(C)(C)C)OS(=O)(=O)C(F)(F)F (tert-butyl 4-(5-benzyl-4-(trifluoromethylsulfonyloxy)pyrimidin-2-yl)piperazine-1-carboxylate), C[Mg]Cl (methylmagnesium chloride). The reagents and catalysts are C/C(=C/C(=O)C)/O.C/C(=C/C(=O)C)/O.C/C(=C/C(=O)C)/O.[Fe] (iron (III) acetylacetonate). The solvent is C(C)(=O)OCC (ethyl acetate), [NH4+].[Cl-] (NH4Cl), C1CCOC1 (THF), CN1C(CCC1)=O (1-methyl-2-pyrrolidinone). Reaction conditions: time 1 hour. Product: C(C1=CC=CC=C1)C=1C(=NC(=NC1)N1CCN(CC1)C(=O)OC(C)(C)C)C (tert-butyl 4-(5-benzyl-4-methylpyrimidin-2-yl)piperazine-1-carboxylate). The yield is 121.2%. Reaction SMILES: [CH2:1]([C:8]1[C:9](OS(C(F)(F)F)(=O)=O)=[N:10][C:11]([N:14]2[CH2:19][CH2:18][N:17]([C:20]([O:22][C:23]([CH3:26])([CH3:25])[CH3:24])=[O:21])[CH2:16][CH2:15]2)=[N:12][CH:13]=1)[C:2]1[CH:7]=[CH:6][CH:5]=[CH:4][CH:3]=1.[CH3:35][Mg]Cl>C1COCC1.CN1CCCC1=O.C(OCC)(=O)C.[NH4+].[Cl-].C/C(/O)=C/C(C)=O.C/C(/O)=C/C(C)=O.C/C(/O)=C/C(C)=O.[Fe]>[CH2:1]([C:8]1[C:9]([CH3:35])=[N:10][C:11]([N:14]2[CH2:19][CH2:18][N:17]([C:20]([O:22][C:23]([CH3:26])([CH3:25])[CH3:24])=[O:21])[CH2:16][CH2:15]2)=[N:12][CH:13]=1)[C:2]1[CH:7]=[CH:6][CH:5]=[CH:4][CH:3]=1 |f:5.6,7.8.9.10|. Procedure details: To a mixture of tert-butyl 4-(5-benzyl-4-(trifluoromethylsulfonyloxy)pyrimidin-2-yl)piperazine-1-carboxylate (280 mg, 0.56 mmol) and iron (III) acetylacetonate (21 mg, 0.06 mmol) in THF (5 mL, dry) and 1-methyl-2-pyrrolidinone (1 mL) was added methylmagnesium chloride (1.68 mL, 1.68 mmol). The reaction mixture was stirred at RT for 1 h, and diluted with ethyl acetate (100 mL) and sat. aq. NH4Cl (100 mL). The organic layer was washed with brine (100 mL), dried over sodium sulfate, filtered and ev... Reactants: C(C1=CC=CC=C1)N1CC(=CCC1)C1=C(C=C(C=C1)C(CCCCCC)(C)C)OCC1=CC=CC=C1 (1-benzyl-3-[2-benzyloxy-4-(1,1-dimethylheptyl)phenyl]-1,2,5,6-tetrahydropyridine), [H][H] (hydrogen). Reagents/catalysts: [Pd] (palladium-on-carbon). The solvent is C(C)O (ethanol). The product is CC(CCCCCC)(C)C1=CC(=C(C=C1)C1CNCCC1)O (3-[4-(1,1-Dimethylheptyl)-2-hydroxyphenyl]piperidine). Yield: 42.0%. RXN SMILES: C([N:8]1[CH2:13][CH2:12][CH:11]=[C:10]([C:14]2[CH:19]=[CH:18][C:17]([C:20]([CH3:28])([CH3:27])[CH2:21][CH2:22][CH2:23][CH2:24][CH2:25][CH3:26])=[CH:16][C:15]=2[O:29]CC2C=CC=CC=2)[CH2:9]1)C1C=CC=CC=1.[H][H]>[Pd].C(O)C>[CH3:28][C:20]([C:17]1[CH:18]=[CH:19][C:14]([CH:10]2[CH2:11][CH2:12][CH2:13][NH:8][CH2:9]2)=[C:15]([OH:29])[CH:16]=1)([CH3:27])[CH2:21][CH2:22][CH2:23][CH2:24][CH2:25][CH3:26]. Procedure: A mixture of 4.2 g. (8.73 mmols) of 1-benzyl-3-[2-benzyloxy-4-(1,1-dimethylheptyl)phenyl]-1,2,5,6-tetrahydropyridine, 4.0 g. of 10% palladium-on-carbon and 50 ml. of ethanol is stirred under one atmosphere of hydrogen for 2 hours. The reaction mixture is filtered through diatomaceous earth with ethyl acetate, evaporated and the residue again dissolved in ethyl acetate and filtered. The filtrate is evaporated and the residue crystallized in ether to yield 1.1 g. (42%) of the title compound. Procedure details: A solution of N-(diphenylmethylene) aminoacetonitrile (5.14 g, 23.4 mmol) in DCM (12 mL) is treated with (R)-4-[4-(3-bromo-propyl)-phenoxymethyl]-2,2-dimethyl-[1,3]dioxolane (8.1 g, 24 mmol) in DCM (12 mL) and cooled to 0° C. Aqueous NaOH (20 mL of a 48% aqueous solution) is added followed by benzyltriethylammonium chloride (530 mg, 2.4 mmol) and the resulting mixture is allowed to warm to RT. After stirring vigorously for 4 h the mixture is diluted with DCM (100 mL) and the aqueous portion is r... The product is C(C1=CC=CC=C1)(C1=CC=CC=C1)=NC(C#N)CCCC1=CC=C(C=C1)OC[C@H]1OC(OC1)(C)C (2-(Benzhydrylidene-amino)-5-[4-((R)-2,2-dimethyl-[1,3]-dioxolan-4-ylmethoxy)-phenyl]pentanenitrile). The reagents and catalysts are [Cl-].C(C1=CC=CC=C1)[N+](CC)(CC)CC (benzyltriethylammonium chloride). Conditions: temperature 0 celsius, time 4 hour. The solvent is C(Cl)Cl (DCM), C(Cl)Cl (DCM), C(Cl)Cl (DCM). Starting materials: C1=CC=C(C=C1)C(=NCC#N)C2=CC=CC=C2 (N-(diphenylmethylene) aminoacetonitrile), BrCCCC1=CC=C(OC[C@H]2OC(OC2)(C)C)C=C1 ((R)-4-[4-(3-bromo-propyl)-phenoxymethyl]-2,2-dimethyl-[1,3]dioxolane), [OH-].[Na+] (NaOH), aqueous solution. As a reaction SMILES: [CH:1]1[CH:6]=[CH:5][C:4]([C:7]([C:12]2[CH:17]=[CH:16][CH:15]=[CH:14][CH:13]=2)=[N:8][CH2:9][C:10]#[N:11])=[CH:3][CH:2]=1.Br[CH2:19][CH2:20][CH2:21][C:22]1[CH:36]=[CH:35][C:25]([O:26][CH2:27][C@@H:28]2[CH2:32][O:31][C:30]([CH3:34])([CH3:33])[O:29]2)=[CH:24][CH:23]=1.[OH-].[Na+]>C(Cl)Cl.[Cl-].C([N+](CC)(CC)CC)C1C=CC=CC=1>[C:7](=[N:8][CH:9]([CH2:19][CH2:20][CH2:21][C:22]1[CH:36]=[CH:35][C:25]([O:26][CH2:27][C@@H:28]2[CH2:32][O:31][C:30]([CH3:33])([CH3:34])[O:29]2)=[CH:24][CH:23]=1)[C:10]#[N:11])([C:4]1[CH:3]=[CH:2][CH:1]=[CH:6][CH:5]=1)[C:12]1[CH:17]=[CH:16][CH:15]=[CH:14][CH:13]=1 |f:2.3,5.6|. Starting materials: O=C(c1ccccc1)N1CCc2[nH]c3cccc(C#CCO)c3c2CC1, CCO. The product is O=C(c1ccccc1)N1CCc2[nH]c3cccc(CCCO)c3c2CC1. As a reaction SMILES: [C:1]([c:2]1[cH:3][cH:4][cH:5][cH:6][cH:7]1)(=[O:8])[N:9]1[CH2:10][CH2:11][c:12]2[nH:13][c:14]3[cH:15][cH:16][cH:17][c:18]([C:23]#[C:24][CH2:25][OH:26])[c:19]3[c:20]2[CH2:21][CH2:22]1.[CH3:27][CH2:28][OH:29]>>[C:1]([c:2]1[cH:3][cH:4][cH:5][cH:6][cH:7]1)(=[O:8])[N:9]1[CH2:10][CH2:11][c:12]2[nH:13][c:14]3[cH:15][cH:16][cH:17][c:18]([CH2:23][CH2:24][CH2:25][OH:26])[c:19]3[c:20]2[CH2:21][CH2:22]1. Reactants: CN(C)CCOc1ccc2c(c1)CN(C1CCN(Cc3ccccc3)CC1)C(=O)N2, CO, [H][H], [OH-], [OH-], [Pd+2]. The product is CN(C)CCOc1ccc2c(c1)CN(C1CCNCC1)C(=O)N2. RXN SMILES: [CH3:1][N:2]([CH2:3][CH2:4][O:5][c:6]1[cH:7][c:8]2[c:13]([cH:14][cH:15]1)[NH:12][C:11](=[O:16])[N:10]([CH:17]1[CH2:18][CH2:19][N:20]([CH2:23][c:24]3[cH:25][cH:26][cH:27][cH:28][cH:29]3)[CH2:21][CH2:22]1)[CH2:9]2)[CH3:30].[CH3:36][OH:37].[H:31][H:32].[OH-:33].[OH-:35].[Pd+2:34]>>[CH3:1][N:2]([CH2:3][CH2:4][O:5][c:6]1[cH:7][c:8]2[c:13]([cH:14][cH:15]1)[NH:12][C:11](=[O:16])[N:10]([CH:17]1[CH2:18][CH2:19][NH:20][CH2:21][CH2:22]1)[CH2:9]2)[CH3:30]. The reactants are C(C1=CC=CC=C1)[Mg]Cl (BnMgCl), C1CCOC1 (THF), C(C)(C)[Mg]Cl (i-PrMgCl), C(C)(C)(C)OC(NC1(CC(C1)(C)O)C1=CC=C(C=C1)C#N)=O ([1-(4-Cyano-phenyl)-3-hydroxy-3-methyl-cyclobutyl]-carbamic Acid Tert-Butyl Ester), C1CCOC1 (THF), C1CCOC1 (THF). Conditions: time 20 minute. The product is C(C)(C)(C)OC(NC1(CC(C1)(C)O)C1=CC=C(C=C1)C(CC1=CC=CC=C1)=O)=O ([3-Hydroxy-3-methyl-1-(4-phenylacetyl-phenyl)-cyclobutyl]-carbamic Acid Tert-butyl Ester). As a reaction SMILES: C([Mg]Cl)(C)C.[C:6]([O:10][C:11](=[O:27])[NH:12][C:13]1([C:19]2[CH:24]=[CH:23][C:22]([C:25]#N)=[CH:21][CH:20]=2)[CH2:16][C:15]([OH:18])([CH3:17])[CH2:14]1)([CH3:9])([CH3:8])[CH3:7].[CH2:28]([Mg]Cl)[C:29]1[CH:34]=[CH:33][CH:32]=[CH:31][CH:30]=1.C1C[O:40]CC1>>[C:6]([O:10][C:11](=[O:27])[NH:12][C:13]1([C:19]2[CH:24]=[CH:23][C:22]([C:25](=[O:40])[CH2:28][C:29]3[CH:34]=[CH:33][CH:32]=[CH:31][CH:30]=3)=[CH:21][CH:20]=2)[CH2:16][C:15]([OH:18])([CH3:17])[CH2:14]1)([CH3:9])([CH3:8])[CH3:7]. Reported procedure: A solution of i-PrMgCl (9.65 mL, 19.3 mmol) in THF was added dropwise to a solution of compound 2-2 (5.84 g, 19.3 mmol) in dry THF at −5.deg.C. After stirring for 20 min, a solution of BnMgCl (58 mL, 2M, 116 mmol) in THF was added dropwise to the reaction mixture. After completion of addition, the reaction mixture was stirred for 1 h at 0.deg.C, then warmed slowly to room temperature, and stirred for another 1 h. The reaction was quenched with saturated NH4 Cl solution, extracted with ethyl acet... The reactants are C(C1=CC=CC=C1)N1S(=O)(=O)C2=C(C=CC(=C2C1=O)OCC)OCC(=O)OC(C)(C)C (2-benzyl-4-ethoxy-7-(t-butoxycarbonylmethoxy) saccharin), C(=O)[O-].[NH4+] (ammonium formate). Reagents/catalysts: [Pd] (palladium on carbon). Run in CO (methanol). The product is [NH4+].C(C)OC1=C2C(NS(=O)(=O)C2=C(C=C1)OCC(=O)OC(C)(C)C)=O (4-ethoxy-7-(t-butoxycarbonylmethoxy)saccharin ammonium salt). Yield: 209.8%. Reaction SMILES: C([N:8]1[C:18](=[O:19])[C:17]2[C:12](=[C:13]([O:23][CH2:24][C:25]([O:27][C:28]([CH3:31])([CH3:30])[CH3:29])=[O:26])[CH:14]=[CH:15][C:16]=2[O:20][CH2:21][CH3:22])[S:9]1(=[O:11])=[O:10])C1C=CC=CC=1.C([O-])=O.[NH4+]>[Pd].CO>[NH4+:8].[CH2:21]([O:20][C:16]1[CH:15]=[CH:14][C:13]([O:23][CH2:24][C:25]([O:27][C:28]([CH3:31])([CH3:30])[CH3:29])=[O:26])=[C:12]2[C:17]=1[C:18](=[O:19])[NH:8][S:9]2(=[O:11])=[O:10])[CH3:22] |f:1.2,5.6|. Procedure: By the method of part D of Example 45 in two successive preparations 2-benzyl-4-ethoxy-7-(t-butoxycarbonylmethoxy) saccharin (0.5 g, 6.5 g) was debenzylated with ammonium formate (0.25 g, 3.66 g) and palladium on carbon (10%, 0.25 g, 2 g) in methanol affording 4-ethoxy-7-(t-butoxycarbonylmethoxy)saccharin ammonium salt (0.44 g, 5.63 g), phenylthiomethylation of which with chloromethyl phenyl sulfide (0.2 g, 2.38 g) in dimethylformamide and purification of the combined products (0.46 g, 6.42 g) b... Starting materials: CCO, c1ccc(OCCSCc2cc(-c3ccc(OC4CCCCO4)cc3)no2)cc1, Cc1ccc(S(=O)(=O)[O-])cc1, c1cc[nH+]cc1. Product: Oc1ccc(-c2cc(CSCCOc3ccccc3)on2)cc1. As a reaction SMILES: [CH3:47][CH2:48][OH:49].[O:1]([c:2]1[cH:3][cH:4][cH:5][cH:6][cH:7]1)[CH2:8][CH2:9][S:10][CH2:11][c:12]1[cH:13][c:14](-[c:17]2[cH:18][cH:19][c:20]([O:23][CH:24]3[CH2:25][CH2:26][CH2:27][CH2:28][O:29]3)[cH:21][cH:22]2)[n:15][o:16]1.[c:30]1([CH3:31])[cH:32][cH:33][c:34]([S:35]([O-:36])(=[O:37])=[O:38])[cH:39][cH:40]1.[nH+:41]1[cH:42][cH:43][cH:44][cH:45][cH:46]1>>[O:1]([c:2]1[cH:3][cH:4][cH:5][cH:6][cH:7]1)[CH2:8][CH2:9][S:10][CH2:11][c:12]1[cH:13][c:14](-[c:17]2[cH:18][cH:19][c:20]([OH:23])[cH:21][cH:22]2)[n:15][o:16]1.